From a dataset of the Open Reaction Database (ORD), a public repository of structured organic reaction records. describe an organic reaction: reactants, conditions, products, and yield Starting materials: O=S(=O)(Cl)c1cccc(Br)c1, CC1CC(c2ccc(F)cc2C(F)(F)F)CCN1. Product: CC1CC(c2ccc(F)cc2C(F)(F)F)CCN1S(=O)(=O)c1cccc(Br)c1. RXN SMILES: [Br:19][c:20]1[cH:21][c:22]([S:26](=[O:27])(=[O:28])[Cl:29])[cH:23][cH:24][cH:25]1.[F:1][c:2]1[cH:3][c:4]([C:15]([F:16])([F:17])[F:18])[c:5]([CH:8]2[CH2:9][CH:10]([CH3:14])[NH:11][CH2:12][CH2:13]2)[cH:6][cH:7]1>>[F:1][c:2]1[cH:3][c:4]([C:15]([F:16])([F:17])[F:18])[c:5]([CH:8]2[CH2:9][CH:10]([CH3:14])[N:11]([S:26]([c:22]3[cH:21][c:20]([Br:19])[cH:25][cH:24][cH:23]3)(=[O:27])=[O:28])[CH2:12][CH2:13]2)[cH:6][cH:7]1. Reactants: C(C)OC=C(C(=O)OCC)C(C1=C(C=C(C(=C1)F)C1CCN(CC1)C)F)=O (ethyl α-(ethoxymethylene)-2,5-difluoro-4-(1-methyl-4-piperidinyl)-β-oxobenzenepropanoate), C1(CC1)N (cyclopropylamine). Solvent: CCOCC (ether). Reaction conditions: time 8 hour. Product: C1(CC1)NC=C(C(=O)OCC)C(C1=C(C=C(C(=C1)F)C1CCN(CC1)C)F)=O (Ethyl α-[(cyclopropylamino)methylene]-2,5-difluoro-4-(1-methyl-4-piperidinyl)-β-oxobenzenepropanoate). As a reaction SMILES: C(O[CH:4]=[C:5]([C:11](=[O:27])[C:12]1[CH:17]=[C:16]([F:18])[C:15]([CH:19]2[CH2:24][CH2:23][N:22]([CH3:25])[CH2:21][CH2:20]2)=[CH:14][C:13]=1[F:26])[C:6]([O:8][CH2:9][CH3:10])=[O:7])C.[CH:28]1([NH2:31])[CH2:30][CH2:29]1>CCOCC>[CH:28]1([NH:31][CH:4]=[C:5]([C:11](=[O:27])[C:12]2[CH:17]=[C:16]([F:18])[C:15]([CH:19]3[CH2:20][CH2:21][N:22]([CH3:25])[CH2:23][CH2:24]3)=[CH:14][C:13]=2[F:26])[C:6]([O:8][CH2:9][CH3:10])=[O:7])[CH2:30][CH2:29]1. Procedure: A solution of 3.81 g (10 mmoles) of ethyl α-(ethoxymethylene)-2,5-difluoro-4-(1-methyl-4-piperidinyl)-β-oxobenzenepropanoate in 50 ml of ether was treated with 0.60 g (10 mmoles) of cyclopropylamine. After standing overnight the mixture was evaporated to dryness to afford the title compound. Starting materials: O=C([O-])[O-], CC(C)=O, COc1ccc(-c2ccc(Cl)cc2)c(CCl)c1, [K+], [K+], Oc1ccc(I)cc1. The product is COc1ccc(-c2ccc(Cl)cc2)c(COc2ccc(I)cc2)c1. Reaction SMILES: [C:9](=[O:10])([O-:11])[O-:12].[CH3:32][C:33](=[O:34])[CH3:35].[Cl:15][c:16]1[cH:17][cH:18][c:19](-[c:22]2[c:23]([CH2:24][Cl:25])[cH:26][c:27]([O:30][CH3:31])[cH:28][cH:29]2)[cH:20][cH:21]1.[K+:13].[K+:14].[OH:1][c:2]1[cH:3][cH:4][c:5]([I:6])[cH:7][cH:8]1>>[O:1]([c:2]1[cH:3][cH:4][c:5]([I:6])[cH:7][cH:8]1)[CH2:24][c:23]1[c:22](-[c:19]2[cH:18][cH:17][c:16]([Cl:15])[cH:21][cH:20]2)[cH:29][cH:28][c:27]([O:30][CH3:31])[cH:26]1. Reactants: ClC1=NC(=NC=C1)NC1CC(NC(C1)(C)C)(C)C ((4-chloro-pyrimidin-2-yl)-(2,2,6,6-tetramethyl-piperidin-4-yl)-amine), C(C)OC(C(=O)C=1SC=CC1)(C)C (2-ethoxy-2-methyl-1-thiophen-2-yl-propan-1-one). Product: C(C)OC(C(=O)C=1SC(=CC1)C1=NC(=NC=C1)NC1CC(NC(C1)(C)C)(C)C)(C)C (2-Ethoxy-2-methyl-1-{5-[2-(2,2,6,6-tetramethyl-piperidin-4-ylamino)-pyrimidin-4-yl]-thiophen-2-yl}-propan-1-one). RXN SMILES: Cl[C:2]1[CH:7]=[CH:6][N:5]=[C:4]([NH:8][CH:9]2[CH2:14][C:13]([CH3:16])([CH3:15])[NH:12][C:11]([CH3:18])([CH3:17])[CH2:10]2)[N:3]=1.[CH2:19]([O:21][C:22]([CH3:31])([CH3:30])[C:23]([C:25]1[S:26][CH:27]=[CH:28][CH:29]=1)=[O:24])[CH3:20]>>[CH2:19]([O:21][C:22]([CH3:30])([CH3:31])[C:23]([C:25]1[S:26][C:27]([C:2]2[CH:7]=[CH:6][N:5]=[C:4]([NH:8][CH:9]3[CH2:14][C:13]([CH3:16])([CH3:15])[NH:12][C:11]([CH3:18])([CH3:17])[CH2:10]3)[N:3]=2)=[CH:28][CH:29]=1)=[O:24])[CH3:20]. Procedure: The title compound was prepared analogous to Method C, starting from (4-chloro-pyrimidin-2-yl)-(2,2,6,6-tetramethyl-piperidin-4-yl)-amine and 2-ethoxy-2-methyl-1-thiophen-2-yl-propan-1-one.